From a dataset of the Open Reaction Database (ORD), a public repository of structured organic reaction records. describe an organic reaction: reactants, conditions, products, and yield Reactants: BrC=1C=CC2=C(SC(=C2C(=O)OCC)NC2=C(C=CC(=C2)F)N)C1 (ethyl 6-bromo-2-(2-amino-5-fluoroanilino)benzo[b]thiophene-3-carboxylate), CN1CCNCC1 (1-methylpiperazine), C1(=CC=CC=C1)OC (anisole). Reagents/catalysts: [Ti](Cl)(Cl)(Cl)Cl (titanium tetrachloride). The product is BrC1=CC2=C(C=C1)C1=C(NC3=C(N=C1N1CCN(CC1)C)C=CC(=C3)F)S2 (3-bromo-8-fluoro-12-(4-methylpiperazin-1-yl)-6H-[1]benzothieno[2,3-b][1,5]benzodiazepine). RXN SMILES: [Br:1][C:2]1[CH:3]=[CH:4][C:5]2[C:9]([C:10](OCC)=O)=[C:8]([NH:15][C:16]3[CH:21]=[C:20]([F:22])[CH:19]=[CH:18][C:17]=3[NH2:23])[S:7][C:6]=2[CH:24]=1.[CH3:25][N:26]1[CH2:31][CH2:30][NH:29][CH2:28][CH2:27]1.C1(OC)C=CC=CC=1>[Ti](Cl)(Cl)(Cl)Cl>[Br:1][C:2]1[CH:3]=[CH:4][C:5]2[C:9]3[C:10]([N:29]4[CH2:30][CH2:31][N:26]([CH3:25])[CH2:27][CH2:28]4)=[N:23][C:17]4[CH:18]=[CH:19][C:20]([F:22])=[CH:21][C:16]=4[NH:15][C:8]=3[S:7][C:6]=2[CH:24]=1. Procedure: In the same manner as in Example 1 and using ethyl 6-bromo-2-(2-amino-5-fluoroanilino)benzo[b]thiophene-3-carboxylate (3.8 g), 1-methylpiperazine (16 ml), anisole (85 ml) and titanium tetrachloride (3.0 ml), 3-bromo-8-fluoro-12-(4-methylpiperazin-1-yl)-6H-[1]benzothieno[2,3-b][1,5]benzodiazepine (1.16 g) was obtained. Reactants: COC(=C)C (isopropenyl methyl ether), C(C)(C)(C)OC(=O)N[C@@H](CCC(=O)OC)CO (methyl 4(S)-tert-butoxycarbonylamino-5-hydroxyvalerate), O.C1(=CC=C(C=C1)S(=O)(=O)O)C (p-toluenesulfonic acid hydrate). The solvent is C(Cl)Cl (methylene chloride). Run at temperature 0 celsius, time 3 hour. Product: C(C)(C)(C)OC(=O)N1C(OC[C@@H]1CCC(=O)OC)(C)C (Methyl 3-[3-tert-butoxycarbonyl-2,2-dimethyl-1,3-oxazolidin-4(S)-yl]-propionate), mobile phase E. Reaction SMILES: CO[C:3]([CH3:5])=[CH2:4].[C:6]([O:10][C:11]([NH:13][C@H:14]([CH2:21][OH:22])[CH2:15][CH2:16][C:17]([O:19][CH3:20])=[O:18])=[O:12])([CH3:9])([CH3:8])[CH3:7].O.C1(C)C=CC(S(O)(=O)=O)=CC=1>C(Cl)Cl>[C:6]([O:10][C:11]([N:13]1[C@@H:14]([CH2:15][CH2:16][C:17]([O:19][CH3:20])=[O:18])[CH2:21][O:22][C:3]1([CH3:5])[CH3:4])=[O:12])([CH3:7])([CH3:9])[CH3:8] |f:2.3|. Procedure details: 120 ml of isopropenyl methyl ether are added to a solution of 159.5 g of methyl 4(S)-tert-butoxycarbonylamino-5-hydroxyvalerate and 3 g of p-toluenesulfonic acid hydrate in 500 ml of methylene chloride at 0° C. The reaction mixture is stirred at 0° C. for 2 h and at room temperature for 3 h. The reaction solution is washed with 100 ml of saturated sodium bicarbonate solution and evaporated. The title compound is obtained by FC (800 g of silica gel, mobile phase E): [α]D =+20.5 (c=0.8 in CHCl3); ... Reactants: O1C(=CC=C1)C=1N=C(SC1C(N(C)OC)=O)NC(=O)C1=CC=NC=C1 (N-[4-(2-Furyl)-5-(N-methoxy-N-methylcarbamoyl)thiazol-2-yl]pyridine-4-carboxamide), [Cl-].[NH4+] (ammonium chloride), solution, C(CC)[Mg]Br (propylmagnesium bromide). The solvent is C1CCOC1 (THF), C1CCOC1 (THF). Reaction conditions: time 1 hour. Yields the product C(CCC)(=O)C1=C(N=C(S1)NC(=O)C1=CC=NC=C1)C=1OC=CC1 (N-[5-Butyryl-4-(2-furyl)thiazol-2-yl]pyridine-4-carboxamide). Yield: 40.0%. As a reaction SMILES: [O:1]1[CH:5]=[CH:4][CH:3]=[C:2]1[C:6]1[N:7]=[C:8]([NH:17][C:18]([C:20]2[CH:25]=[CH:24][N:23]=[CH:22][CH:21]=2)=[O:19])[S:9][C:10]=1[C:11](=[O:16])N(OC)C.[CH2:26]([Mg]Br)[CH2:27][CH3:28].[Cl-].[NH4+]>C1COCC1>[C:11]([C:10]1[S:9][C:8]([NH:17][C:18]([C:20]2[CH:21]=[CH:22][N:23]=[CH:24][CH:25]=2)=[O:19])=[N:7][C:6]=1[C:2]1[O:1][CH:5]=[CH:4][CH:3]=1)(=[O:16])[CH2:26][CH2:27][CH3:28] |f:2.3|. Procedure details: Compound 98 (200 mg, 0.559 mmol) was suspended in THF (5 mL), and a 1.01 mol/L solution of propylmagnesium bromide (2.00 mL, 2.02 mmol) in THF was added thereto under ice-cooling, followed by stirring for 1 hour at room temperature. A saturated aqueous solution of ammonium chloride was added to the reaction mixture, followed by extraction with ethyl acetate. The organic layer was washed with a saturated aqueous solution of sodium chloride and dried over anhydrous magnesium sulfate, and then the ... The reactants are ClC=1C=CC(=C(C(=O)O)C1)[N+](=O)[O-] (5-chloro-2-nitrobenzoic acid), N1CCCCC1 (piperidine). The solvent is CC(=O)N(C)C (DMA). Run at temperature 120 celsius. Yields the product [N+](=O)([O-])C1=C(C(=O)O)C=C(C=C1)N1CCCCC1 (2-nitro-5-piperidinobenzoic acid). As a reaction SMILES: Cl[C:2]1[CH:3]=[CH:4][C:5]([N+:11]([O-:13])=[O:12])=[C:6]([CH:10]=1)[C:7]([OH:9])=[O:8].[NH:14]1[CH2:19][CH2:18][CH2:17][CH2:16][CH2:15]1>CC(N(C)C)=O>[N+:11]([C:5]1[CH:4]=[CH:3][C:2]([N:14]2[CH2:19][CH2:18][CH2:17][CH2:16][CH2:15]2)=[CH:10][C:6]=1[C:7]([OH:9])=[O:8])([O-:13])=[O:12]. Procedure: A mixture of 5-chloro-2-nitrobenzoic acid (13.7 g), piperidine (27 ml) and DMA (100 ml) was stirred and heated to 120° C. for 18 hours. The mixture was evaporated. The residue was dissolved in water and the solution was basified to pH10 by the addition of 2N aqueous sodium hydroxide solution. The solution was extracted with ethyl acetate. The aqueous layer was acidified to pH2 by the addition of concentrated hydrochloric acid and extracted with ethyl acetate. The organic layer was dried (MgSO4) ... The reactants are C1CCOC1, CCOC(=O)C(CCC#N)=C(N)N, [H-], [Na+], O. The product is CCOC(=O)C1=C(N)N=C(N)CC1. As a reaction SMILES: [CH2:1]1[O:2][CH2:3][CH2:4][CH2:5]1.[CH2:8]([CH3:9])[O:10][C:11]([C:12]([CH2:13][CH2:14][C:15]#[N:16])=[C:17]([NH2:18])[NH2:19])=[O:20].[H-:7].[Na+:6].[OH2:21]>>[CH2:8]([CH3:9])[O:10][C:11]([C:12]1=[C:17]([NH2:18])[N:19]=[C:15]([NH2:16])[CH2:14][CH2:13]1)=[O:20].